This data is from the Open Reaction Database (ORD), a public repository of structured organic reaction records. The task is: describe an organic reaction: reactants, conditions, products, and yield The reactants are C(C)(C)(C)OC(NC1=CC(=C(C=C1)F)OC1=CC=C2C(=N1)SC(=N2)N)=O (tert-butyl{3-[(2-amino[1,3]thiazolo[5,4-b]pyridin-5-yl)oxy]-4-fluorophenyl}carbamate), C(C)(=O)Cl (acetyl chloride), O (water). Reagents/catalysts: CN(C1=CC=NC=C1)C (N,N-dimethylpyridine-4-amine). Solvent: N1=CC=CC=C1 (pyridine). Run at time 8 hour. The product is C(C)(C)(C)OC(NC1=CC(=C(C=C1)F)OC1=CC=C2C(=N1)SC(=N2)NC(C)=O)=O (tert-butyl(3-{[2-(acetylamino)[1,3]thiazolo[5,4-b]pyridin-5-yl]oxy}-4-fluorophenyl)carbamate). Reaction SMILES: [C:1]([O:5][C:6](=[O:26])[NH:7][C:8]1[CH:13]=[CH:12][C:11]([F:14])=[C:10]([O:15][C:16]2[N:21]=[C:20]3[S:22][C:23]([NH2:25])=[N:24][C:19]3=[CH:18][CH:17]=2)[CH:9]=1)([CH3:4])([CH3:3])[CH3:2].[C:27](Cl)(=[O:29])[CH3:28].O>CN(C)C1C=CN=CC=1.N1C=CC=CC=1>[C:1]([O:5][C:6](=[O:26])[NH:7][C:8]1[CH:13]=[CH:12][C:11]([F:14])=[C:10]([O:15][C:16]2[N:21]=[C:20]3[S:22][C:23]([NH:25][C:27](=[O:29])[CH3:28])=[N:24][C:19]3=[CH:18][CH:17]=2)[CH:9]=1)([CH3:4])([CH3:2])[CH3:3]. Reported procedure: To a solution of tert-butyl{3-[(2-amino[1,3]thiazolo[5,4-b]pyridin-5-yl)oxy]-4-fluorophenyl}carbamate (0.94 g, 2.5 mmol) and N,N-dimethylpyridine-4-amine (0.31 g, 2.5 mmol) in pyridine (5 mL) was added dropwise acetyl chloride (0.40 g, 5 mmol) under ice-cooling, and the mixture was stirred at room temperature overnight. To the reaction mixture was added water (100 mL), and the mixture was extracted with ethyl acetate (100 mL×2). The ethyl acetate layers were combined, and dried over anhydrous ma...